The task is: describe an organic reaction: reactants, conditions, products, and yield. This data is from the Open Reaction Database (ORD), a public repository of structured organic reaction records. The reactants are C(C)(C)(C)OC(NC=1N(C(C([C@@](N1)(C)C1=C(C=CC(=C1)Br)F)(C)C)=O)C)=O ([(S)-4-(5-bromo-2-fluoro-phenyl)-1,4,5,5-tetramethyl-6-oxo-1,4,5,6-tetrahydro-pyrimidin-2-yl]-carbamic acid tert-butyl ester), C(C)(C)(C)OC(NC=1N(C(C([C@@](N1)(C)C1=C(C=CC(=C1)Br)F)(C)C)=O)C)=O ([(S)-4-(5-bromo-2-fluoro-phenyl)-1,4,5,5-tetramethyl-6-oxo-1,4,5,6-tetrahydro-pyrimidin-2-yl]-carbamic acid tert-butyl ester), CN1N=C(C=C1N)C (2,5-dimethyl-2H-pyrazol-3-ylamine). The product is NC1=N[C@](C(C(N1C)=O)(C)C)(C)C1=C(C=CC(=C1)NC=1N(N=C(C1)C)C)F ((S)-2-Amino-6-[5-(2,5-dimethyl-2H-pyrazol-3-ylamino)-2-fluoro-phenyl]-3,5,5,6-tetramethyl-5,6-dihydro-3H-pyrimidin-4-one). Reaction SMILES: C(OC(=O)[NH:7][C:8]1[N:9]([CH3:26])[C:10](=[O:25])[C:11]([CH3:24])([CH3:23])[C@:12]([C:15]2[CH:20]=[C:19](Br)[CH:18]=[CH:17][C:16]=2[F:22])([CH3:14])[N:13]=1)(C)(C)C.[CH3:28][N:29]1[C:33]([NH2:34])=[CH:32][C:31]([CH3:35])=[N:30]1>>[NH2:7][C:8]1[N:9]([CH3:26])[C:10](=[O:25])[C:11]([CH3:23])([CH3:24])[C@:12]([C:15]2[CH:20]=[C:19]([NH:34][C:33]3[N:29]([CH3:28])[N:30]=[C:31]([CH3:35])[CH:32]=3)[CH:18]=[CH:17][C:16]=2[F:22])([CH3:14])[N:13]=1. Procedure details: The coupling of [(S)-4-(5-bromo-2-fluoro-phenyl)-1,4,5,5-tetramethyl-6-oxo-1,4,5,6-tetrahydro-pyrimidin-2-yl]-carbamic acid tert-butyl ester (intermediate E8) and 2,5-dimethyl-2H-pyrazol-3-ylamine according to procedure B followed by deprotection yielded the title compound as a black waxy solid. MS (ESI): m/z=373.2 [M+H]+.